This data is from the Open Reaction Database (ORD), a public repository of structured organic reaction records. The task is: describe an organic reaction: reactants, conditions, products, and yield Starting materials: ClC1=NC2=CC(=CC=C2C(=C1C)Cl)F (2,4-dichloro-7-fluoro-3-methylquinoline), CC1(C2=C(C(=CC=C2)P(C3=CC=CC=C3)C4=CC=CC=C4)OC5=C(C=CC=C51)P(C6=CC=CC=C6)C7=CC=CC=C7)C (XantPhos), CC1(CC(NC1)=O)C (4,4-dimethyl-2-pyrrolidinone), C([O-])([O-])=O.[Cs+].[Cs+] (cesium carbonate). Reagents/catalysts: C=1C=CC(=CC1)/C=C/C(=O)/C=C/C2=CC=CC=C2.C=1C=CC(=CC1)/C=C/C(=O)/C=C/C2=CC=CC=C2.C=1C=CC(=CC1)/C=C/C(=O)/C=C/C2=CC=CC=C2.[Pd].[Pd] (tris(dibenzylideneacetone)dipalladium). Run in O1CCOCC1 (dioxane). Yields the product ClC1=C(C(=NC2=CC(=CC=C12)F)N1C(CC(C1)(C)C)=O)C (1-(4-chloro-7-fluoro-3-methylquinolin-2-yl)-4,4-dimethylpyrrolidin-2-one). Reaction SMILES: Cl[C:2]1[C:11]([CH3:12])=[C:10]([Cl:13])[C:9]2[C:4](=[CH:5][C:6]([F:14])=[CH:7][CH:8]=2)[N:3]=1.[CH3:15][C:16]1([CH3:22])[CH2:20][NH:19][C:18](=[O:21])[CH2:17]1.C(=O)([O-])[O-].[Cs+].[Cs+].CC1(C)C2C(=C(P(C3C=CC=CC=3)C3C=CC=CC=3)C=CC=2)OC2C(P(C3C=CC=CC=3)C3C=CC=CC=3)=CC=CC1=2>C1C=CC(/C=C/C(/C=C/C2C=CC=CC=2)=O)=CC=1.C1C=CC(/C=C/C(/C=C/C2C=CC=CC=2)=O)=CC=1.C1C=CC(/C=C/C(/C=C/C2C=CC=CC=2)=O)=CC=1.[Pd].[Pd].O1CCOCC1>[Cl:13][C:10]1[C:9]2[C:4](=[CH:5][C:6]([F:14])=[CH:7][CH:8]=2)[N:3]=[C:2]([N:19]2[CH2:20][C:16]([CH3:22])([CH3:15])[CH2:17][C:18]2=[O:21])[C:11]=1[CH3:12] |f:2.3.4,6.7.8.9.10|. Procedure: Prepared according to Procedure F using 2,4-dichloro-7-fluoro-3-methylquinoline (0.300 g, 1.304 mmol), 4,4-dimethyl-2-pyrrolidinone (0.162 mL, 1.434 mmol), cesium carbonate (0.600 g, 1.826 mmol), tris(dibenzylideneacetone)dipalladium (0) (0.060 g, 0.065 mmol), XantPhos (0.113 g, 0.196 mmol), and dioxane (2.6 mL). Purification by column chromatography (silica; 0-20% EtOAc in hexanes) afforded 1-(4-chloro-7-fluoro-3-methylquinolin-2-yl)-4,4-dimethylpyrrolidin-2-one as a white amorphous solid. Mass... Reactants: CCOC(C)=O, CC(=O)O, O=[N+]([O-])c1c(O)ccc(Cl)c1C(F)(F)F, [Fe], O. The product is Nc1c(O)ccc(Cl)c1C(F)(F)F. RXN SMILES: [CH3:16][CH2:17][O:18][C:19](=[O:20])[CH3:21].[CH3:22][C:23](=[O:24])[OH:25].[Cl:1][c:2]1[c:3]([C:12]([F:13])([F:14])[F:15])[c:4]([N+:9]([O-:10])=[O:11])[c:5]([OH:8])[cH:6][cH:7]1.[Fe:26].[OH2:27]>>[Cl:1][c:2]1[c:3]([C:12]([F:13])([F:14])[F:15])[c:4]([NH2:9])[c:5]([OH:8])[cH:6][cH:7]1. The reactants are O(C1=CC=CC=C1)C(=O)OCCN(C)CCOC(=O)OC1=CC=CC=C1 (N,N-bis[2((phenoxycarbonyl)oxy)ethyl]-N-methylamine), C(C)#N (acetonitrile), C1(=CC=C(C=C1)S(=O)(=O)OC)C (methyl p-toluenesulfonate). Solvent: CCOCC (ether). Yields the product C1(=CC=C(C=C1)S(=O)(=O)[O-])C.O(C1=CC=CC=C1)C(=O)OCC[N+](C)(C)CCOC(=O)OC1=CC=CC=C1 (N,N-Bis[2-((phenoxycarbonyl)oxy)ethyl]-N,N-dimethylammonium p-Toluene-sulfonate). Reaction SMILES: [O:1]([C:8]([O:10][CH2:11][CH2:12][N:13]([CH2:15][CH2:16][O:17][C:18]([O:20][C:21]1[CH:26]=[CH:25][CH:24]=[CH:23][CH:22]=1)=[O:19])[CH3:14])=[O:9])[C:2]1[CH:7]=[CH:6][CH:5]=[CH:4][CH:3]=1.[C:27](#N)C.[C:30]1([CH3:41])[CH:35]=[CH:34][C:33]([S:36]([O:39]C)(=[O:38])=[O:37])=[CH:32][CH:31]=1>CCOCC>[C:30]1([CH3:41])[CH:31]=[CH:32][C:33]([S:36]([O-:39])(=[O:37])=[O:38])=[CH:34][CH:35]=1.[O:1]([C:8]([O:10][CH2:11][CH2:12][N+:13]([CH2:15][CH2:16][O:17][C:18]([O:20][C:21]1[CH:22]=[CH:23][CH:24]=[CH:25][CH:26]=1)=[O:19])([CH3:27])[CH3:14])=[O:9])[C:2]1[CH:7]=[CH:6][CH:5]=[CH:4][CH:3]=1 |f:4.5|. Procedure: To a 250 ml round-bottomed flask fitted with a reflux condenser, magnetic stirrer, and argon inlet are added N,N-bis[2((phenoxycarbonyl)oxy)ethyl]-N-methylamine (25.00 g, 69.6 mmol), acetonitrile (100 ml), and methyl p-toluenesulfonate (12.95 g, 69.6 mmol). After addition is complete, the mixture is heated to reflux for 2 h. The cooled mixture is treated with ether (500 ml). The product precipitates from the mixture and dried to give 5 as a white powder, 31.14 g (81%): mp 117°-118° C.